This data is from the Open Reaction Database (ORD), a public repository of structured organic reaction records. The task is: describe an organic reaction: reactants, conditions, products, and yield The reactants are ClCCl, Cc1ccc(C(O)c2cc3ccncc3[nH]2)cc1. Yields the product Cc1ccc(C(=O)c2cc3ccncc3[nH]2)cc1. Reaction SMILES: [CH2:19]([Cl:20])[Cl:21].[CH3:1][c:2]1[cH:3][cH:4][c:5]([CH:8]([OH:9])[c:10]2[cH:11][c:12]3[c:13]([cH:14][n:15][cH:16][cH:17]3)[nH:18]2)[cH:6][cH:7]1>>[CH3:1][c:2]1[cH:3][cH:4][c:5]([C:8](=[O:9])[c:10]2[cH:11][c:12]3[c:13]([cH:14][n:15][cH:16][cH:17]3)[nH:18]2)[cH:6][cH:7]1.